Dataset: the Open Reaction Database (ORD), a public repository of structured organic reaction records. Task: describe an organic reaction: reactants, conditions, products, and yield Starting materials: FC1=C(CN)C=CC(=C1)F (2,4-difluorobenzylamine), C(C1=CC=CC=C1)=O (benzaldehyde), O (water). Solvent: C1(=CC=CC=C1)C (toluene). Yields the product C(C1=CC=CC=C1)=NCC1=C(C=C(C=C1)F)F (N-Benzylidene-2,4-difluorobenzylamine). Reaction SMILES: [F:1][C:2]1[CH:9]=[C:8]([F:10])[CH:7]=[CH:6][C:3]=1[CH2:4][NH2:5].[CH:11](=O)[C:12]1[CH:17]=[CH:16][CH:15]=[CH:14][CH:13]=1.O>C1(C)C=CC=CC=1>[CH:11](=[N:5][CH2:4][C:3]1[CH:6]=[CH:7][C:8]([F:10])=[CH:9][C:2]=1[F:1])[C:12]1[CH:17]=[CH:16][CH:15]=[CH:14][CH:13]=1. Reported procedure: 50.2 g (0.35 mol) of 2,4-difluorobenzylamine and 37.1 g (0.35 mol) of benzaldehyde are dissolved in 140 ml of toluene and heated to reflux. The water produced is separated off using a water separator. The reaction is complete (GC check) after two hours. The solution is evaporated on a vacuum rotary evaporator. 78.9 g (97% of theory) of a slightly yellow liquid are obtained. The reactants are O=C([O-])[O-], Cc1cc(-c2ccccc2)nc2cc(B3OC(C)(C)C(C)(C)O3)ccc12, COCCOC, [Cs+], [Cs+], CN1CCN(C2CC(c3nc(I)c4c(N)nccn34)C2)CC1, O, c1ccc(P(c2ccccc2)(c2ccccc2)[Pd](P(c2ccccc2)(c2ccccc2)c2ccccc2)(P(c2ccccc2)(c2ccccc2)c2ccccc2)P(c2ccccc2)(c2ccccc2)c2ccccc2)cc1. Yields the product Cc1cc(-c2ccccc2)nc2cc(-c3nc(C4CC(N5CCN(C)CC5)C4)n4ccnc(N)c34)ccc12. As a reaction SMILES: [C:49](=[O:50])([O-:51])[O-:52].[CH3:23][c:24]1[cH:25][c:26](-[c:43]2[cH:44][cH:45][cH:46][cH:47][cH:48]2)[n:27][c:28]2[cH:29][c:30]([B:34]3[O:35][C:36]([CH3:37])([CH3:38])[C:39]([CH3:40])([CH3:41])[O:42]3)[cH:31][cH:32][c:33]12.[CH3:55][O:56][CH2:57][CH2:58][O:59][CH3:60].[Cs+:53].[Cs+:54].[I:1][c:2]1[n:3][c:4]([CH:12]2[CH2:13][CH:14]([N:16]3[CH2:17][CH2:18][N:19]([CH3:22])[CH2:20][CH2:21]3)[CH2:15]2)[n:5]2[c:6]1[c:7]([NH2:11])[n:8][cH:9][cH:10]2.[OH2:61].[cH:62]1[cH:63][cH:64][c:65]([P:66]([Pd:67]([P:68]([c:69]2[cH:70][cH:71][cH:72][cH:73][cH:74]2)([c:75]2[cH:76][cH:77][cH:78][cH:79][cH:80]2)[c:81]2[cH:82][cH:83][cH:84][cH:85][cH:86]2)([P:87]([c:88]2[cH:89][cH:90][cH:91][cH:92][cH:93]2)([c:94]2[cH:95][cH:96][cH:97][cH:98][cH:99]2)[c:100]2[cH:101][cH:102][cH:103][cH:104][cH:105]2)[P:106]([c:107]2[cH:108][cH:109][cH:110][cH:111][cH:112]2)([c:113]2[cH:114][cH:115][cH:116][cH:117][cH:118]2)[c:119]2[cH:120][cH:121][cH:122][cH:123][cH:124]2)([c:125]2[cH:126][cH:127][cH:128][cH:129][cH:130]2)[c:131]2[cH:132][cH:133][cH:134][cH:135][cH:136]2)[cH:137][cH:138]1>>[c:2]1(-[c:30]2[cH:29][c:28]3[n:27][c:26](-[c:43]4[cH:44][cH:45][cH:46][cH:47][cH:48]4)[cH:25][c:24]([CH3:23])[c:33]3[cH:32][cH:31]2)[n:3][c:4]([CH:12]2[CH2:13][CH:14]([N:16]3[CH2:17][CH2:18][N:19]([CH3:22])[CH2:20][CH2:21]3)[CH2:15]2)[n:5]2[c:6]1[c:7]([NH2:11])[n:8][cH:9][cH:10]2. Starting materials: C(C)(C)(C)OC(=O)N1[C@H](CCC1C1=CC(=C(C(=C1)F)F)F)C(C)O ((R)-1-hydroxylethyl-5-(3,4,5-trifluorophenyl)pyrrolidine-1-carboxylic acid t-butyl ester), Cl.C(C)(=O)OCC (hydrochloric acid ethyl acetate), resultant solution. Run in C(C)(=O)OCC (ethyl acetate). Yields the product FC=1C=C(C=C(C1F)F)C1CC[C@H](N1)[C@@H](C)O ((R)-1-[(S)-5-(3,4,5-trifluorophenyl)-pyrrolidine-2-yl]ethanol). Yield: 98.7%. As a reaction SMILES: C(OC([N:8]1[CH:12]([C:13]2[CH:18]=[C:17]([F:19])[C:16]([F:20])=[C:15]([F:21])[CH:14]=2)[CH2:11][CH2:10][C@@H:9]1[CH:22]([OH:24])[CH3:23])=O)(C)(C)C.Cl.C(OCC)(=O)C>C(OCC)(=O)C>[F:19][C:17]1[CH:18]=[C:13]([CH:12]2[NH:8][C@H:9]([C@H:22]([OH:24])[CH3:23])[CH2:10][CH2:11]2)[CH:14]=[C:15]([F:21])[C:16]=1[F:20] |f:1.2|. Procedure details: To a solution of (S)-2-((R)-1-hydroxylethyl-5-(3,4,5-trifluorophenyl)pyrrolidine-1-carboxylic acid t-butyl ester (3.71 g) in ethyl acetate (20 mL) was added 4 N hydrochloric acid/ethyl acetate (26.8 mL), and the resultant solution was stirred at room temperature for 2 hours. Solvent was removed by distillation under reduced pressure, and the resultant product was diluted with 5 N aqueous sodium hydroxide and dichloromethane. The organic layer was partitioned and then dried over anhydrous magnesi... Reactants: COS(=O)(=O)OC, CN(C)C=O, CC(C)OC(=O)c1cc(-n2c(=O)[nH]c(C(F)(F)F)c(F)c2=O)c(F)cc1Cl. Product: CC(C)OC(=O)c1cc(-n2c(=O)c(F)c(C(F)(F)F)n(C)c2=O)c(F)cc1Cl. Reaction SMILES: [CH3:28][O:29][S:30]([O:31][CH3:32])(=[O:33])=[O:34].[CH3:35][N:36]([CH3:37])[CH:38]=[O:39].[Cl:1][c:2]1[c:3]([C:4](=[O:5])[O:6][CH:7]([CH3:8])[CH3:9])[cH:10][c:11](-[n:15]2[c:16](=[O:27])[nH:17][c:18]([C:23]([F:24])([F:25])[F:26])[c:19]([F:22])[c:20]2=[O:21])[c:12]([F:14])[cH:13]1>>[Cl:1][c:2]1[c:3]([C:4](=[O:5])[O:6][CH:7]([CH3:8])[CH3:9])[cH:10][c:11](-[n:15]2[c:16](=[O:27])[n:17]([CH3:28])[c:18]([C:23]([F:24])([F:25])[F:26])[c:19]([F:22])[c:20]2=[O:21])[c:12]([F:14])[cH:13]1.